From a dataset of the Open Reaction Database (ORD), a public repository of structured organic reaction records. describe an organic reaction: reactants, conditions, products, and yield Starting materials: FC1=CC=C(C=C1)C(C(C(=O)OCC)CC=1OC(=CC1)C(F)(F)F)O (ethyl (2RS,3RS)-3-(4-fluorophenyl)-3-hydroxy-2-((5-(trifluoromethyl)-2-furanyl)methyl)propionate), [OH-].[Na+] (sodium hydroxide), Cl (hydrochloric acid). Solvent: CO (methanol). Run at time 8 hour. Product: FC1=CC=C(C=C1)C(C(C(=O)O)CC=1OC(=CC1)C(F)(F)F)O ((2RS,3RS)-3-(4-fluorophenyl)-3-hydroxy-2-((5-(trifluoromethyl)-2-furanyl)methyl)propionic acid). The yield is 79.8%. As a reaction SMILES: [F:1][C:2]1[CH:7]=[CH:6][C:5]([CH:8]([OH:25])[CH:9]([CH2:15][C:16]2[O:17][C:18]([C:21]([F:24])([F:23])[F:22])=[CH:19][CH:20]=2)[C:10]([O:12]CC)=[O:11])=[CH:4][CH:3]=1.[OH-].[Na+].Cl>CO>[F:1][C:2]1[CH:7]=[CH:6][C:5]([CH:8]([OH:25])[CH:9]([CH2:15][C:16]2[O:17][C:18]([C:21]([F:22])([F:23])[F:24])=[CH:19][CH:20]=2)[C:10]([OH:12])=[O:11])=[CH:4][CH:3]=1 |f:1.2|. Reported procedure: To a solution of ethyl (2RS,3RS)-3-(4-fluorophenyl)-3-hydroxy-2-((5-(trifluoromethyl)-2-furanyl)methyl)propionate (3.3 g, 9.16 mmol) in methanol (9.2 ml) was added 2N aqueous sodium hydroxide solution (9.2 ml,18.4 mmol) and the mixture was stirred overnight at room temperature. The reaction solution was acidified with 1N hydrochloric acid and extracted with ethyl acetate (100 ml×2). The extract was washed with water and saturated brine, dried over anhydrous magnesium sulfate and evaporated under...